From a dataset of the Open Reaction Database (ORD), a public repository of structured organic reaction records. describe an organic reaction: reactants, conditions, products, and yield The reactants are N1(C=NC=C1)CC=1C=CC(=NC1)Br (5-Imidazol-1-ylmethyl-2-bromopyridine), C1(=CC=CC=C1)B(O)O (phenylboronic acid). The product is N1(C=NC=C1)CC=1C=CC(=NC1)C1=CC=CC=C1 (5-Imidazol-1-ylmethyl-2-phenyl-pyridine). As a reaction SMILES: [N:1]1([CH2:6][C:7]2[CH:8]=[CH:9][C:10](Br)=[N:11][CH:12]=2)[CH:5]=[CH:4][N:3]=[CH:2]1.[C:14]1(B(O)O)[CH:19]=[CH:18][CH:17]=[CH:16][CH:15]=1>>[N:1]1([CH2:6][C:7]2[CH:8]=[CH:9][C:10]([C:14]3[CH:19]=[CH:18][CH:17]=[CH:16][CH:15]=3)=[N:11][CH:12]=2)[CH:5]=[CH:4][N:3]=[CH:2]1. Reported procedure: Synthesized using compound 1a (0.20 g, 0.84 mmol) and phenylboronic acid (0.20 g, 1.68 mmol) according to Method B. Yellow solid. Yield: 0.10 g, 57%. 1H NMR (CDCl3, 500 MHz): δH (ppm)=5.19 (s, 2H), 6.94 (t, J=1.3 Hz, 1H), 7.13 (s, 1H), 7.48-7.50 (m, 4H), 7.60 (s, 1H), 7.72 (d, J=8.2 Hz, 1H), 7.97-7.99 (m, 1H); 13C NMR (CDCl3, 125 MHz): δC (ppm)=48.1, 119.0, 120.6, 126.9, 128.8, 130.0, 130.4, 135.7, 137.3, 138.6, 148.6, 157.7; MS (ESI): m/z=236.0 [M+H]+. Reactants: O=C([O-])[O-], CNC, CC#N, O=[N+]([O-])c1ccc2c(c1)SCCN2CCCCl, [I-], [K+], [K+], [K+], O. The product is CN(C)CCCN1CCSc2cc([N+](=O)[O-])ccc21. As a reaction SMILES: [C:23](=[O:24])([O-:25])[O-:26].[CH3:18][NH:19][CH3:20].[CH3:29][C:30]#[N:31].[Cl:1][CH2:2][CH2:3][CH2:4][N:5]1[c:6]2[c:7]([cH:11][c:12]([N+:15](=[O:16])[O-:17])[cH:13][cH:14]2)[S:8][CH2:9][CH2:10]1.[I-:22].[K+:21].[K+:27].[K+:28].[OH2:32]>>[CH2:2]([CH2:3][CH2:4][N:5]1[c:6]2[c:7]([cH:11][c:12]([N+:15](=[O:16])[O-:17])[cH:13][cH:14]2)[S:8][CH2:9][CH2:10]1)[N:19]([CH3:18])[CH3:20]. Reactants: C1(=CC=CC=C1)C=CC=CC=O (5-phenyl-2,4-pentadienal), FC(C(=O)C)(F)F (1,1,1-trifluoroacetone), C(C)(=O)O (acetic acid), N1CCCCC1 (piperidine). Run in C1CCOC1 (THF). Product: FC(C(C=CC=CC=CC1=CC=CC=C1)=O)(F)F (1,1,1-Trifluoro-8-phenyl-3,5,7-octatrien-2-one). Reaction SMILES: [C:1]1([CH:7]=[CH:8][CH:9]=[CH:10][CH:11]=O)[CH:6]=[CH:5][CH:4]=[CH:3][CH:2]=1.C(O)(=O)C.N1CCCCC1.[F:23][C:24]([F:29])([F:28])[C:25]([CH3:27])=[O:26]>C1COCC1>[F:23][C:24]([F:29])([F:28])[C:25](=[O:26])[CH:27]=[CH:11][CH:10]=[CH:9][CH:8]=[CH:7][C:1]1[CH:2]=[CH:3][CH:4]=[CH:5][CH:6]=1. Reported procedure: 1,1,1-Trifluoro-8-phenyl-3,5,7-octatrien-2-one is prepared as outlined in Scheme IIIA. 1,1,1-Trifluoro-8-phenyl-3,5,7-octatrien-2-one is prepared by reacting 5-phenyl-2,4-pentadienal in THF with an equal amount of acetic acid and piperidine followed by addition of 1,1,1-trifluoroacetone at room temperature under nitrogen. Starting materials: CO, Cl, O=C(O)C1(c2ccccc2)CCCC1. As a reaction SMILES: [CH3:16][OH:17].[ClH:15].[c:1]1([C:7]2([C:12](=[O:13])[OH:14])[CH2:8][CH2:9][CH2:10][CH2:11]2)[cH:2][cH:3][cH:4][cH:5][cH:6]1>>[c:1]1([C:7]2([C:12]([O:13][CH3:16])=[O:14])[CH2:8][CH2:9][CH2:10][CH2:11]2)[cH:2][cH:3][cH:4][cH:5][cH:6]1. Product: COC(=O)C1(c2ccccc2)CCCC1. Starting materials: [Si]([O-])([O-])([O-])[O-].[Na+].[Na+].[Na+].[Na+] (sodium silicate), S(=O)(=O)([O-])[O-].[Al+3].S(=O)(=O)([O-])[O-].S(=O)(=O)([O-])[O-].[Al+3] (aluminum sulfate). Product: [O-][Si](=O)[O-].[O-][Si](=O)[O-].[Na+].[Al+3] (sodium alumino silicate). RXN SMILES: [Si:1]([O-])([O-:4])([O-:3])[O-:2].[Na+:6].[Na+].[Na+].[Na+].S([O-])([O-])(=O)=O.[Al+3:15].S([O-])([O-])(=O)=O.S([O-])([O-])(=O)=O.[Al+3]>>[O-:3][Si:1]([O-:4])=[O:2].[O-:3][Si:1]([O-:4])=[O:2].[Na+:6].[Al+3:15] |f:0.1.2.3.4,5.6.7.8.9,10.11.12.13|. Procedure details: U.S. Pat. No. 3,424,602 to Nauroth mixes a soluble sodium silicate with an aluminum sulfate solution to form sodium alumino silicate precipitates. The final product is also different from the alumina-silica-sulfates of this invention in that the precipitate is a product substantially lacking in sulfate content, with sulfate only present as sodium sulfate by-product. The reactants are Cl (hydrochloric acid), C(C)OC(C)OC(C(C)=O)(C)C (3-(1-ethoxyethoxy)-3-methyl-butane-2-one), [H-].[Na+] (sodium hydride), COC(C1=CC=C(C(=O)OC)C=C1)=O (dimethylterephthalate). Run in O1CCCC1 (tetrahydrofuran). Run at time 7 hour. The product is OC(C(CC(=O)C1=CC=C(C=C1)C(CC(C(C)(O)C)=O)=O)=O)(C)C (1,4-bis(4-hydroxy-4-methyl-3-oxopentanoyl)benzene). Isolated yield 49.0%. As a reaction SMILES: C(OC([O:6][C:7]([CH3:12])([CH3:11])[C:8](=[O:10])[CH3:9])C)C.[H-].[Na+].CO[C:17](=[O:28])[C:18]1[CH:27]=[CH:26][C:21]([C:22]([O:24]C)=O)=[CH:20][CH:19]=1.Cl>O1CCCC1>[OH:6][C:7]([CH3:12])([CH3:11])[C:8](=[O:10])[CH2:9][C:22]([C:21]1[CH:20]=[CH:19][C:18]([C:17](=[O:28])[CH2:9][C:8](=[O:10])[C:7]([CH3:11])([OH:6])[CH3:12])=[CH:27][CH:26]=1)=[O:24] |f:1.2|. Procedure details: In a 100 ml three-necked flask equipped with a mechanical stirrer, dropping funnel, reflux condenser, and a nitogen-inlet tube, 9.9 gm (57 mmol) of above-mentioned 3-(1-ethoxyethoxy)-3-methyl-butane-2-one, 2.3 gm (57 mmol) of 60% sodium hydride, 5.0 gm (25 mmol) of dimethylterephthalate and 50 ml of anhydrous tetrahydrofuran were mixed with stirring under nitrogen stream, and the refluxing under heat was continued for 7 hours. After cooling the reaction mixture, 30 ml of 2N hydrochloric acid was... Starting materials: ClCC(C(C(=O)OCC)=NOCC1=C(C=C(C=C1)Cl)Cl)=O (Ethyl 4-chloro-2-(2,4-dichlorobenzyloxyimino)-3-oxobutyrate), NC(=S)N (thiourea), C(C)(=O)[O-].[Na+] (sodium acetate), C(C)O (ethanol). The solvent is O (water). The product is NC=1SC=C(N1)C(C(=O)OCC)=NOCC1=C(C=C(C=C1)Cl)Cl (ethyl 2-(2-aminothiazol-4-yl)-2-(2,4-dichlorobenzyloxyimino)acetate). Isolated yield 32.1%. RXN SMILES: Cl[CH2:2][C:3](=O)[C:4](=[N:10][O:11][CH2:12][C:13]1[CH:18]=[CH:17][C:16]([Cl:19])=[CH:15][C:14]=1[Cl:20])[C:5]([O:7][CH2:8][CH3:9])=[O:6].[NH2:22][C:23]([NH2:25])=[S:24].C([O-])(=O)C.[Na+].C(O)C>O>[NH2:25][C:23]1[S:24][CH:2]=[C:3]([C:4](=[N:10][O:11][CH2:12][C:13]2[CH:18]=[CH:17][C:16]([Cl:19])=[CH:15][C:14]=2[Cl:20])[C:5]([O:7][CH2:8][CH3:9])=[O:6])[N:22]=1 |f:2.3|. Reported procedure: Ethyl 4-chloro-2-(2,4-dichlorobenzyloxyimino)-3-oxobutyrate (syn isomer, 37.3 g.), thiourea (8.1 g.), sodium acetate (8.7 g.), ethanol (100 ml.) and water (100 ml.) were treated in a similar manner to that of Example C-(3) to give ethyl 2-(2-aminothiazol-4-yl)-2-(2,4-dichlorobenzyloxyimino)acetate (syn isomer, 12.7 g.). The reactants are FC1=C(OC2=C3C(=NC=C2)C=C(S3)C3=CC=C(C=N3)CO)C=CC(=C1)[N+](=O)[O-] ((6-(7-(2-fluoro-4-nitrophenoxy)thieno[3,2-b]pyridin-2-yl)pyridin-3-yl)methanol), S(=O)(Cl)Cl (thionyl chloride), resultant suspension. Reaction conditions: temperature 0 celsius. The product is ClCC=1C=CC(=NC1)C1=CC2=NC=CC(=C2S1)OC1=C(C=C(C=C1)[N+](=O)[O-])F (2-(5-(chloromethyl)pyridin-2-yl)-7-(2-fluoro-4-nitrophenoxy)thieno[3,2-b]-pyridine). Isolated yield 88.0%. Reaction SMILES: [F:1][C:2]1[CH:25]=[C:24]([N+:26]([O-:28])=[O:27])[CH:23]=[CH:22][C:3]=1[O:4][C:5]1[CH:10]=[CH:9][N:8]=[C:7]2[CH:11]=[C:12]([C:14]3[N:19]=[CH:18][C:17]([CH2:20]O)=[CH:16][CH:15]=3)[S:13][C:6]=12.S(Cl)([Cl:31])=O>>[Cl:31][CH2:20][C:17]1[CH:16]=[CH:15][C:14]([C:12]2[S:13][C:6]3[C:7](=[N:8][CH:9]=[CH:10][C:5]=3[O:4][C:3]3[CH:22]=[CH:23][C:24]([N+:26]([O-:28])=[O:27])=[CH:25][C:2]=3[F:1])[CH:11]=2)=[N:19][CH:18]=1. Procedure details: A solution of 101 (2.23 g, 5.61 mmol) in thionyl chloride (8.14 mL) under nitrogen was stirred at RT overnight. The reaction mixture was cooled down to 0° C., and ice was added. The resultant suspension was stirred for 1 h, the solid was collected by filtration, rinsed with water and dried under high vacuum to afford the title compound 102 (2.06 g, 4.96 mmol, 88% yield) as a yellow fluffy solid which was used in the next step without any further purification. MS (m/z): 416.4 and 418.4 (M+H).